From a dataset of the Open Reaction Database (ORD), a public repository of structured organic reaction records. describe an organic reaction: reactants, conditions, products, and yield The reactants are ClC=1C(=NC2=CC=CC=C2N1)NS(=O)(=O)C1=CC(=CC=C1)[N+](=O)[O-] (N-(3-chloroquinoxalin-2-yl)-3-nitrobenzenesulfonamide), ClC1=NC(=CC(=C1)N)Cl (2,6-dichloropyridin-4-amine), CC=1C=CC(=CC1)C (p-xylene). Run in ClCCl (dichloromethane). Reaction conditions: temperature 135 celsius, time 8 hour. Yields the product ClC1=NC(=CC(=C1)NC=1C(=NC2=CC=CC=C2N1)NS(=O)(=O)C1=CC(=CC=C1)[N+](=O)[O-])Cl (N-{3-[(2,6-dichloropyridin-4-yl)amino]quinoxalin-2-yl}-3-nitrobenzenesulfonamide). As a reaction SMILES: Cl[C:2]1[C:3]([NH:12][S:13]([C:16]2[CH:21]=[CH:20][CH:19]=[C:18]([N+:22]([O-:24])=[O:23])[CH:17]=2)(=[O:15])=[O:14])=[N:4][C:5]2[C:10]([N:11]=1)=[CH:9][CH:8]=[CH:7][CH:6]=2.[Cl:25][C:26]1[CH:31]=[C:30]([NH2:32])[CH:29]=[C:28]([Cl:33])[N:27]=1.CC1C=CC(C)=CC=1>ClCCl>[Cl:25][C:26]1[CH:31]=[C:30]([NH:32][C:2]2[C:3]([NH:12][S:13]([C:16]3[CH:21]=[CH:20][CH:19]=[C:18]([N+:22]([O-:24])=[O:23])[CH:17]=3)(=[O:14])=[O:15])=[N:4][C:5]3[C:10]([N:11]=2)=[CH:9][CH:8]=[CH:7][CH:6]=3)[CH:29]=[C:28]([Cl:33])[N:27]=1. Procedure: A mixture of N-(3-chloroquinoxalin-2-yl)-3-nitrobenzenesulfonamide (1 g), 2,6-dichloropyridin-4-amine (760 mg) and p-xylene (10 mL) was heated at 135° C. with stirring overnight. Upon cooling to room temperature, the mixture was dissolved in dichloromethane, washed with 2 N HCl (2×) and brine, concentrated in vacuo to give a crude product of N-{3-[(2,6-dichloropyridin-4-yl)amino]quinoxalin-2-yl}-3-nitrobenzenesulfonamide. A small portion of this crude product was purified by HPLC to give N-{3-[(... Starting materials: O (Water), [OH-].[Na+] (sodium hydroxide), ClC=1C=C(C=C2C=C(NC12)C(=O)OCC)OC (ethyl 7-chloro-5-methoxyindole-2-carboxylate), B(Br)(Br)Br (boron tribromide), solution. Solvent: ClCCl (dichloromethane), C(Cl)Cl (DCM). Run at temperature -78 celsius, time 30 minute. Product: ClC=1C=C(C=C2C=C(NC12)C(=O)OCC)O (ethyl 7-chloro-5-hydroxyindole-2-carboxylate). Yield: 71.1%. RXN SMILES: [Cl:1][C:2]1[CH:3]=[C:4]([O:16]C)[CH:5]=[C:6]2[C:10]=1[NH:9][C:8]([C:11]([O:13][CH2:14][CH3:15])=[O:12])=[CH:7]2.B(Br)(Br)Br.O.[OH-].[Na+]>ClCCl>[Cl:1][C:2]1[CH:3]=[C:4]([OH:16])[CH:5]=[C:6]2[C:10]=1[NH:9][C:8]([C:11]([O:13][CH2:14][CH3:15])=[O:12])=[CH:7]2 |f:3.4|. Procedure details: To a solution of ethyl 7-chloro-5-methoxyindole-2-carboxylate (82 mg, 0.323 mmol) in dichloromethane (5 ml) at −78° C. was added boron tribromide (1.07 ml of a 1.0M solution in DCM, 1.07 mmol) and the reaction stirred at −78° C. for 30 minutes then allowed to warm to ambient temperature overnight. Water was carefully added and the pH adjusted to pH 6-7 by addition of 2M sodium hydroxide. The mixture was extracted with ethyl acetate (2×50 ml), and the organic solution washed with brine, dried (Mg... Reactants: BrC1=NC=CC=C1 (2-bromopyridine), ClC=1C=C(C=C(C1)C(=O)OC)B(O)O (3-chloro-5-(methoxycarbonyl)phenylboronic acid), C(=O)([O-])[O-].[K+].[K+] (K2CO3), CCOC(=O)C (AcOEt). The reagents and catalysts are Cl[Pd]([P](C1=CC=CC=C1)(C2=CC=CC=C2)C3=CC=CC=C3)([P](C4=CC=CC=C4)(C5=CC=CC=C5)C6=CC=CC=C6)Cl (PdCl2(PPh3)2). The solvent is C1CCOC1 (THF), O (water), O (Water). Reaction conditions: time 17 hour. Yields the product ClC=1C=C(C(=O)OC)C=C(C1)C1=NC=CC=C1 (methyl 3-chloro-5-(pyridin-2-yl)benzoate). As a reaction SMILES: Br[C:2]1[CH:7]=[CH:6][CH:5]=[CH:4][N:3]=1.[Cl:8][C:9]1[CH:10]=[C:11](B(O)O)[CH:12]=[C:13]([C:15]([O:17][CH3:18])=[O:16])[CH:14]=1.C([O-])([O-])=O.[K+].[K+].CCOC(C)=O>C1COCC1.O.Cl[Pd](Cl)([P](C1C=CC=CC=1)(C1C=CC=CC=1)C1C=CC=CC=1)[P](C1C=CC=CC=1)(C1C=CC=CC=1)C1C=CC=CC=1>[Cl:8][C:9]1[CH:14]=[C:13]([CH:12]=[C:11]([C:2]2[CH:7]=[CH:6][CH:5]=[CH:4][N:3]=2)[CH:10]=1)[C:15]([O:17][CH3:18])=[O:16] |f:2.3.4,^1:42,61|. Procedure: A mixture of commercially available 2-bromopyridine (294 mg; 1.86 mmol), 3-chloro-5-(methoxycarbonyl)phenylboronic acid (400 mg; 1.86 mmol), K2CO3 (515 mg; 3.73 mmol), and PdCl2(PPh3)2 (130 mg; 0.18 mmol) in THF (4 ml) and water (4 ml) was stirred at rt, under nitrogen, for 17 h. Water and AcOEt were added. The separated aq. layer was further extracted with AcOEt. The mixed organic layers were washed with brine, dried over anh. MgSO4, filtered, and concentrated to dryness under reduced pressure.... Reactants: C(C)(=O)O (acetic acid), [Si](C1=CC=CC=C1)(C1=CC=CC=C1)(C(C)(C)C)OC1CN(C1)C=1OC=C(N1)C(=O)OCC (3-t-butyldiphenylsilyloxy-1-(4-ethoxycarbonyl-1,3-oxazol-2-yl)azetidine), CN.C[Al](C)C (methylamine trimethylaluminium). The solvent is C1=CC=CC=C1 (benzene), C1=CC=CC=C1 (benzene). Run at temperature 60 celsius, time 7 hour. Yields the product [Si](C1=CC=CC=C1)(C1=CC=CC=C1)(C(C)(C)C)OC1CN(C1)C=1OC=C(N1)C#N (3-t-butyldiphenylsilyloxy-1-(4-cyano-1,3-oxazol-2-yl)azetidine). Yield: 41.0%. As a reaction SMILES: [Si:1]([O:18][CH:19]1[CH2:22][N:21]([C:23]2[O:24][CH:25]=[C:26]([C:28](OCC)=O)[N:27]=2)[CH2:20]1)([C:14]([CH3:17])([CH3:16])[CH3:15])([C:8]1[CH:13]=[CH:12][CH:11]=[CH:10][CH:9]=1)[C:2]1[CH:7]=[CH:6][CH:5]=[CH:4][CH:3]=1.C[NH2:34].C[Al](C)C.C(O)(=O)C>C1C=CC=CC=1>[Si:1]([O:18][CH:19]1[CH2:20][N:21]([C:23]2[O:24][CH:25]=[C:26]([C:28]#[N:34])[N:27]=2)[CH2:22]1)([C:14]([CH3:16])([CH3:17])[CH3:15])([C:8]1[CH:13]=[CH:12][CH:11]=[CH:10][CH:9]=1)[C:2]1[CH:7]=[CH:6][CH:5]=[CH:4][CH:3]=1 |f:1.2|. Procedure details: To a solution of 3-t-butyldiphenylsilyloxy-1-(4-ethoxycarbonyl-1,3-oxazol-2-yl)azetidine (357 g, 0.79 mmol) (obtained as described in Reference Example 21(3)) in benzene (8 ml) was added a solution of 0.67M methylamine-trimethylaluminium in benzene (2.8 ml) at room temperature under an atmosphere of nitrogen. The mixture was stirred in a water bath (60° C.) for 7 hours. After checking the completion of the reaction, 10% aqueous acetic acid solution (10 ml) was added to the reaction mixture in an... The product is FC1=C(O[C@H]([C@@H]2CNCCO2)C=2C=NC=CC2)C=CC=C1 ((S)-2-[(S)-(2-Fluorophenoxy)-pyridin-3-yl-methyl]-morpholine). Procedure details: (S)-2-[(S)-(2-Fluorophenoxy)-pyridin-3-yl-methyl]-morpholine was synthesized via morpholin-2-yl-pyridin-3-yl-methanol from 3-bromopyridine and 2-fluorophenol according to general procedure C and was isolated as a gummy oil (mixture of diastereoisomers). MS (APCI): 289 [M+H]+. RXN SMILES: [NH:1]1[CH2:6][CH2:5][O:4][CH:3]([CH:7]([C:9]2[CH:10]=[N:11][CH:12]=[CH:13][CH:14]=2)[OH:8])[CH2:2]1.BrC1C=NC=CC=1.[F:22][C:23]1[CH:28]=[CH:27][CH:26]=[CH:25][C:24]=1O>>[F:22][C:23]1[CH:28]=[CH:27][CH:26]=[CH:25][C:24]=1[O:8][C@@H:7]([C:9]1[CH:10]=[N:11][CH:12]=[CH:13][CH:14]=1)[C@H:3]1[O:4][CH2:5][CH2:6][NH:1][CH2:2]1. Starting materials: N1CC(OCC1)C(O)C=1C=NC=CC1 (morpholin-2-yl-pyridin-3-yl-methanol), BrC=1C=NC=CC1 (3-bromopyridine), FC1=C(C=CC=C1)O (2-fluorophenol). Reactants: CCO, COc1ccc(CC=Cc2cccnc2Oc2ccc(F)cc2)cc1. Product: COc1ccc(CCCc2cccnc2Oc2ccc(F)cc2)cc1. Reaction SMILES: [CH3:26][CH2:27][OH:28].[F:1][c:2]1[cH:3][cH:4][c:5]([O:6][c:7]2[n:8][cH:9][cH:10][cH:11][c:12]2[CH:13]=[CH:14][CH2:15][c:16]2[cH:17][cH:18][c:19]([O:22][CH3:23])[cH:20][cH:21]2)[cH:24][cH:25]1>>[F:1][c:2]1[cH:3][cH:4][c:5]([O:6][c:7]2[n:8][cH:9][cH:10][cH:11][c:12]2[CH2:13][CH2:14][CH2:15][c:16]2[cH:17][cH:18][c:19]([O:22][CH3:23])[cH:20][cH:21]2)[cH:24][cH:25]1. The reactants are C(C)(C)(C)OC(C(C)(C)SC=1SC=C(N1)CCN(C1=NC=C(C=N1)CC)CC1=CC=C(C=C1)C(=O)NCC)=O (2-[(4-{2-[{4-[(ethylamino)carbonyl]benzyl}(5-ethylpyrimidin-2-yl)amino]ethyl}-1,3-thiazol-2-yl)thio]-2-methylpropionic acid tert-butyl ester), FC(C(=O)O)(F)F (trifluoroacetic acid). Run in ClCCl (dichloromethane). Reaction conditions: time 20 hour. Yields the product C(C)NC(=O)C1=CC=C(CN(CCC=2N=C(SC2)SC(C(=O)O)(C)C)C2=NC=C(C=N2)CC)C=C1 (2-[(4-{2-[{4-[(ethylamino)carbonyl]benzyl}(5-ethylpyrimidin-2-yl)amino]ethyl}-1,3-thiazol-2-yl)thio]-2-methylpropionic acid). Yield: 65.8%. RXN SMILES: C([O:5][C:6](=[O:39])[C:7]([S:10][C:11]1[S:12][CH:13]=[C:14]([CH2:16][CH2:17][N:18]([CH2:27][C:28]2[CH:33]=[CH:32][C:31]([C:34]([NH:36][CH2:37][CH3:38])=[O:35])=[CH:30][CH:29]=2)[C:19]2[N:24]=[CH:23][C:22]([CH2:25][CH3:26])=[CH:21][N:20]=2)[N:15]=1)([CH3:9])[CH3:8])(C)(C)C.FC(F)(F)C(O)=O>ClCCl>[CH2:37]([NH:36][C:34]([C:31]1[CH:30]=[CH:29][C:28]([CH2:27][N:18]([C:19]2[N:24]=[CH:23][C:22]([CH2:25][CH3:26])=[CH:21][N:20]=2)[CH2:17][CH2:16][C:14]2[N:15]=[C:11]([S:10][C:7]([CH3:9])([CH3:8])[C:6]([OH:39])=[O:5])[S:12][CH:13]=2)=[CH:33][CH:32]=1)=[O:35])[CH3:38]. Procedure: 2-[(4-{2-[{4-[(Ethylamino)carbonyl]benzyl}(5-ethylpyrimidin-2-yl)amino]ethyl}-1,3-thiazol-2-yl)thio]-2-methylpropionic acid tert-butyl ester (268 mg) synthesized in Example 437-3 was dissolved in dichloromethane (2.0 mL), trifluoroacetic acid (2.0 mL) was added, and the mixture was stirred at room temperature for 20 hr. The reaction mixture was concentrated under reduced pressure, ethyl acetate was added, and the mixture was washed with saturated aqueous sodium hydrogen carbonate solution (at th... The reactants are O[C@H](C)[C@@H]1[C@@H]2N(C(=C([C@@H]2C)S\C=C/C2=C(N=CS2)CO)C(=O)[O-])C1=O.[Na+] (sodium (1R,5S,6S)-6-((1R)-1-hydroxyethyl)-2-[[(Z)-2-(4-hydroxymethylthiazol-5-yl)ethen-1-yl]thio]-1-methyl-1-carbapen-2-em-3-carboxylate), C(C)OC(=O)OCI (ethoxycarbonyloxymethyl iodide). Yields the product O[C@H](C)[C@@H]1[C@@H]2N(C(=C([C@@H]2C)S\C=C/C2=C(N=CS2)CO)C(=O)OCOC(=O)OCC)C1=O (Ethoxycarbonyloxymethyl (1R,5S,6S)-6-((1R)-1-hydroxyethyl)-2-[[(Z)-2-(4-hydroxymethylthiazol-5-yl)ethen-1-yl]thio]-1-methyl-1-carbapen-2-em-3-carboxylate). Isolated yield 79.2%. Reaction SMILES: [OH:1][C@@H:2]([C@H:4]1[C:24](=[O:25])[N:6]2[C:7]([C:21]([O-:23])=[O:22])=[C:8]([S:11]/[CH:12]=[CH:13]\[C:14]3[S:18][CH:17]=[N:16][C:15]=3[CH2:19][OH:20])[C@H:9]([CH3:10])[C@H:5]12)[CH3:3].[Na+].[CH2:27]([O:29][C:30]([O:32][CH2:33]I)=[O:31])[CH3:28]>>[OH:1][C@@H:2]([C@H:4]1[C:24](=[O:25])[N:6]2[C:7]([C:21]([O:23][CH2:33][O:32][C:30]([O:29][CH2:27][CH3:28])=[O:31])=[O:22])=[C:8]([S:11]/[CH:12]=[CH:13]\[C:14]3[S:18][CH:17]=[N:16][C:15]=3[CH2:19][OH:20])[C@H:9]([CH3:10])[C@H:5]12)[CH3:3] |f:0.1|. Procedure details: In the same manner as in Example 81, 203 mg of the title compound was prepared from 214 mg of sodium (1R,5S,6S)-6-((1R)-1-hydroxyethyl)-2-[[(Z)-2-(4-hydroxymethylthiazol-5-yl)ethen-1-yl]thio]-1-methyl-1-carbapen-2-em-3-carboxylate and 146 mg of ethoxycarbonyloxymethyl iodide. Procedure details: As illustrated in the following diagram, the thienyl compounds of this invention can be prepared by an initial bromination of 2-acetylthiophene 1, and reacting the resulting bromo derivative 2 with imidazole to produce the 1-(2-thienyl)-2-(1H-imidazol-1-yl)ethanone 3. Reaction of compound 3 with N-methylhyroxylamine hydrochloride provides the 1-(2-thienyl)-2-(1H-imidazol-1-yl)-N-methylethanimine N-oxide 4 which is included in the subject matter of our co-pending application Ser. No. 900,856 file... The reactants are S1C(=CC=C1)C(CN1C=NC=C1)=O (1-(2-thienyl)-2-(1H-imidazol-1-yl)ethanone), Cl.CNO (N-methylhyroxylamine hydrochloride). The product is S1C(=CC=C1)C(CN1C=NC=C1)=[N+](C)[O-] (1-(2-thienyl)-2-(1H-imidazol-1-yl)-N-methylethanimine N-oxide). Reaction SMILES: [S:1]1[CH:5]=[CH:4][CH:3]=[C:2]1[C:6](=O)[CH2:7][N:8]1[CH:12]=[CH:11][N:10]=[CH:9]1.Cl.[CH3:15][NH:16][OH:17]>>[S:1]1[CH:5]=[CH:4][CH:3]=[C:2]1[C:6](=[N+:16]([O-:17])[CH3:15])[CH2:7][N:8]1[CH:12]=[CH:11][N:10]=[CH:9]1 |f:1.2|. Reactants: CN(C)[S+](N(C)C)N(C)C.C[Si-](C)(C)(F)F (TASF), [Si](C1=CC=CC=C1)(C1=CC=CC=C1)(C(C)(C)C)OCCN(CC[C@H](CSC1=CC=CC=C1)NC1=C(C=C(C=C1)S(=O)(=O)NC(C1=CC=C(C=C1)N1CCC(CC1)[C@@H](N[S@@](=O)C(C)(C)C)C1=C(C=CC=C1)C1=CC=C(C=C1)Cl)=O)S(=O)(=O)C(F)(F)F)C (N-(4-((R)-4-((2-(tert-butyldiphenylsilyloxy)ethyl)(methyl)amino)-1-(phenylthio)butan-2-ylamino)-3-(trifluoromethyl sulfonyl)phenylsulfonyl)-4-(4-((R)-(4′-chlorobiphenyl-2-yl)((S)-1,1-dimethylethylsulfinamido)methyl)piperidin-1-yl)benzamide). The solvent is CN(C)C=O (DMF). Run at time 1 hour. Product: ClC1=CC=C(C=C1)C1=C(C=CC=C1)[C@@H](C1CCN(CC1)C1=CC=C(C(=O)NS(=O)(=O)C2=CC(=C(C=C2)N[C@@H](CSC2=CC=CC=C2)CCN(C)CCO)S(=O)(=O)C(F)(F)F)C=C1)N[S@@](=O)C(C)(C)C (4-(4-((R)-(4′-chlorobiphenyl-2-yl)((S)-1,1-dimethylethylsulfinamido)methyl)piperidin-1-yl)-N-(4-((R)-4-((2-hydroxyethyl)(methyl)amino)-1-(phenylthio)butan-2-ylamino)-3-(trifluoromethylsulfonyl)phenylsulfonyl)benzamide). Isolated yield 119.2%. As a reaction SMILES: CN([S+](N(C)C)N(C)C)C.C[Si-](F)(F)(C)C.[Si]([O:34][CH2:35][CH2:36][N:37]([CH3:102])[CH2:38][CH2:39][C@@H:40]([NH:49][C:50]1[CH:55]=[CH:54][C:53]([S:56]([NH:59][C:60](=[O:94])[C:61]2[CH:66]=[CH:65][C:64]([N:67]3[CH2:72][CH2:71][CH:70]([C@H:73]([C:81]4[CH:86]=[CH:85][CH:84]=[CH:83][C:82]=4[C:87]4[CH:92]=[CH:91][C:90]([Cl:93])=[CH:89][CH:88]=4)[NH:74][S@:75]([C:77]([CH3:80])([CH3:79])[CH3:78])=[O:76])[CH2:69][CH2:68]3)=[CH:63][CH:62]=2)(=[O:58])=[O:57])=[CH:52][C:51]=1[S:95]([C:98]([F:101])([F:100])[F:99])(=[O:97])=[O:96])[CH2:41][S:42][C:43]1[CH:48]=[CH:47][CH:46]=[CH:45][CH:44]=1)(C(C)(C)C)(C1C=CC=CC=1)C1C=CC=CC=1>CN(C=O)C>[Cl:93][C:90]1[CH:91]=[CH:92][C:87]([C:82]2[CH:83]=[CH:84][CH:85]=[CH:86][C:81]=2[C@H:73]([NH:74][S@:75]([C:77]([CH3:80])([CH3:79])[CH3:78])=[O:76])[CH:70]2[CH2:71][CH2:72][N:67]([C:64]3[CH:65]=[CH:66][C:61]([C:60]([NH:59][S:56]([C:53]4[CH:54]=[CH:55][C:50]([NH:49][C@H:40]([CH2:39][CH2:38][N:37]([CH2:36][CH2:35][OH:34])[CH3:102])[CH2:41][S:42][C:43]5[CH:48]=[CH:47][CH:46]=[CH:45][CH:44]=5)=[C:51]([S:95]([C:98]([F:101])([F:100])[F:99])(=[O:96])=[O:97])[CH:52]=4)(=[O:58])=[O:57])=[O:94])=[CH:62][CH:63]=3)[CH2:68][CH2:69]2)=[CH:88][CH:89]=1 |f:0.1|. Reported procedure: A solution of TASF (0.40 ml. 0.40 mmol, 1.0M in DMF) was added to a solution of N-(4-((R)-4-((2-(tert-butyldiphenylsilyloxy)ethyl)(methyl)amino)-1-(phenylthio)butan-2-ylamino)-3-(trifluoromethyl sulfonyl)phenylsulfonyl)-4-(4-((R)-(4′-chlorobiphenyl-2-yl)((S)-1,1-dimethylethylsulfinamido)methyl)piperidin-1-yl)benzamide (EXAMPLE 11, STEP 1, 0.26 g, 0.20 mmol) in DMF (1.6 ml) and the reaction mixture was stirred at r.t for 1 hour. The reaction mixture was concentrated under reduced pressure, dilute...